From a dataset of the Open Reaction Database (ORD), a public repository of structured organic reaction records. describe an organic reaction: reactants, conditions, products, and yield Reactants: C(C)(C)(C)OC(=O)N1CCC=2C(=NNC2CC1)C1=CC=C(C=C1)Cl (3-(4-chloro-phenyl)-4,5,7,8-tetrahydro-1H-1,2,6-triaza-azulene-6-carboxylic acid tert-butyl ester), BrC1=C(CBr)C=CC=C1 (2-bromobenzyl bromide). Product: BrC1=C(CN2N=C(C=3CCNCCC23)C2=CC=C(C=C2)Cl)C=CC=C1 (1-(2-Bromo-benzyl)-3-(4-chloro-phenyl)-1,4,5,6,7,8-hexahydro-1,2,6-triaza-azulene). Yield: 42.0%. Reaction SMILES: C(OC([N:8]1[CH2:17][CH2:16][C:15]2[NH:14][N:13]=[C:12]([C:18]3[CH:23]=[CH:22][C:21]([Cl:24])=[CH:20][CH:19]=3)[C:11]=2[CH2:10][CH2:9]1)=O)(C)(C)C.[Br:25][C:26]1[CH:33]=[CH:32][CH:31]=[CH:30][C:27]=1[CH2:28]Br>>[Br:25][C:26]1[CH:33]=[CH:32][CH:31]=[CH:30][C:27]=1[CH2:28][N:14]1[C:15]2[CH2:16][CH2:17][NH:8][CH2:9][CH2:10][C:11]=2[C:12]([C:18]2[CH:19]=[CH:20][C:21]([Cl:24])=[CH:22][CH:23]=2)=[N:13]1. Reported procedure: The title compound (0.035 g) was prepared from 3-(4-chloro-phenyl)-4,5,7,8-tetrahydro-1H-1,2,6-triaza-azulene-6-carboxylic acid tert-butyl ester (Example 103, Step B; 0.2 mmol) using 2-bromobenzyl bromide (0.3 mmol) in place of 2-chloromethyl-thiophene. MS (ESI): exact mass calculated for C20H19BrClN3, 415.05. found, m/z 418.0 [M+H]+. 1H NMR (500 MHz, CD3OD): 7.69 (d, J=7.8 Hz, 1H), 7.53-7.27 (m, 6H), 6.78 (d, J=7.8 Hz, 1H), 5.58 (s, 2H), 3.50-3.48 (br m, 4H), 3.19-3.17 (br m, 4H). Run in O1C(CCC1)CO (tetrahydrofuran-methanol). Reaction SMILES: [CH2:1]([O:3][C:4]([CH:6]=[CH:7][CH2:8][N:9]1[C:18]2[C:13](=[CH:14][CH:15]=[CH:16][CH:17]=2)[C:12](=[O:19])[NH:11][C:10]1=[O:20])=[O:5])[CH3:2].[H][H]>O1CCCC1CO.[Pd]>[CH2:1]([O:3][C:4]([CH2:6][CH2:7][CH2:8][N:9]1[C:18]2[C:13](=[CH:14][CH:15]=[CH:16][CH:17]=2)[C:12](=[O:19])[NH:11][C:10]1=[O:20])=[O:5])[CH3:2]. Reaction conditions: time 6 hour. Yields the product C(C)OC(=O)CCCN1C(NC(C2=CC=CC=C12)=O)=O (1-(3-Ethoxycarbonylpropyl)-2,4(1H,3H)-quinazolinedione). Starting materials: C(C)OC(=O)C=CCN1C(NC(C2=CC=CC=C12)=O)=O (1-(3-ethoxycarbonyl-2-propenyl)-2,4-(1H,3H)-quinazolinedione), [H][H] (hydrogen). The reagents and catalysts are [Pd] (palladium on carbon). Procedure details: To a solution of 1-(3-ethoxycarbonyl-2-propenyl)-2,4-(1H,3H)-quinazolinedione (5.50 g) in tetrahydrofuran-methanol (200 ml, 3:1 V/V) was added 10% palladium on carbon (550 mg). The mixture was stirred vigorously under atmospheric pressure of hydrogen. After 6 hours, the catalyst was filtered off, and the solvent was evaporated. 1-(3-Ethoxycarbonylpropyl)-2,4(1H,3H)-quinazolinedione (5.24 g) as a crystal was obtained by recrystallization from ethanol. Yield: 94.6%. The reactants are C(C)(C)(C)OC(NCC1=CC(=CC=C1)OC1=C(C=CC(=C1)Cl)N)=O (tert-butyl[3-(2-amino-5-chlorophenoxy)benzyl]carbamate), BrCCC(=O)OCC (ethyl 3-bromopropionate), C([O-])([O-])=O.[K+].[K+] (potassium carbonate), CN(C=O)C (N,N-dimethylformamide). The solvent is O (water). Reaction conditions: temperature 60 celsius, time 72 hour. The product is C(C)(C)(C)OC(=O)NCC=1C=C(OC2=C(C=CC(=C2)Cl)NCCC(=O)OCC)C=CC1 (ethyl 3-[2-[3-(tert-butoxycarbonylaminomethyl)phenoxy]-4-chlorophenyl]aminopropionate). The yield is 39.5%. Reaction SMILES: [C:1]([O:5][C:6](=[O:24])[NH:7][CH2:8][C:9]1[CH:14]=[CH:13][CH:12]=[C:11]([O:15][C:16]2[CH:21]=[C:20]([Cl:22])[CH:19]=[CH:18][C:17]=2[NH2:23])[CH:10]=1)([CH3:4])([CH3:3])[CH3:2].Br[CH2:26][CH2:27][C:28]([O:30][CH2:31][CH3:32])=[O:29].C(=O)([O-])[O-].[K+].[K+].CN(C)C=O>O>[C:1]([O:5][C:6]([NH:7][CH2:8][C:9]1[CH:10]=[C:11]([CH:12]=[CH:13][CH:14]=1)[O:15][C:16]1[CH:21]=[C:20]([Cl:22])[CH:19]=[CH:18][C:17]=1[NH:23][CH2:26][CH2:27][C:28]([O:30][CH2:31][CH3:32])=[O:29])=[O:24])([CH3:4])([CH3:2])[CH3:3] |f:2.3.4|. Reported procedure: A mixture of tert-butyl[3-(2-amino-5-chlorophenoxy)benzyl]carbamate (2.8 g, 8.0 mmols), ethyl 3-bromopropionate (2.1 ml, 16 mmols), potassium carbonate (1.1 g, 8.0 mmols) and N,N-dimethylformamide (30 ml) was stirred at 60° C. for 72 hours. The reaction mixture was cooled, poured into water, and extracted with ethyl acetate. The extract was washed with water, and then dried with anhydrous magnesium sulfate. This was concentrated under reduced pressure, and the residue was purified through silica... Reactants: N1(CCCC1)CC1N2CCC(C1=NO)CC2 (2-(1-pyrrolidinylmethyl)-1-azabicyclo-[2.2.2]octan-3-one oxime). The reagents and catalysts are [Ni] (Raney Nickel). Run in CO (methanol). Run at time 16 hour. The product is N1(CCCC1)CC1N2CCC(C1N)CC2 (2-(1-Pyrrolidinylmethyl)-1-azabicyclo[2.2.2]octan-3-amine). The yield is 87.2%. As a reaction SMILES: [N:1]1([CH2:6][CH:7]2[C:12](=[N:13]O)[CH:11]3[CH2:15][CH2:16][N:8]2[CH2:9][CH2:10]3)[CH2:5][CH2:4][CH2:3][CH2:2]1>CO.[Ni]>[N:1]1([CH2:6][CH:7]2[CH:12]([NH2:13])[CH:11]3[CH2:10][CH2:9][N:8]2[CH2:16][CH2:15]3)[CH2:2][CH2:3][CH2:4][CH2:5]1. Reported procedure: A suspension of 2-(1-pyrrolidinylmethyl)-1-azabicyclo-[2.2.2]octan-3-one oxime (8.94 g, 40 mmoles) in methanol (250 ml) in a Parr bottle was treated with Raney Nickel and subjected to hydrogenation over 16 hours at 50-60 psi pressure. The resultant solution was filtered through Celite® under nitrogen, and concentrated in vacuo to provide 7.30 g (87%) of a colorless oil. Reactants: C(=O)(Cl)Cl (phosgene), C([O-])([O-])=O.[K+].[K+] (potassium carbonate), BrC=1C=C(OC2CN(C2)C(C2=CC=CC=C2)C2=CC=CC=C2)C=CC1 (3-(3-bromophenoxy)-1-diphenylmethylazetidine). The solvent is C(Cl)Cl (methylene chloride), C(Cl)Cl (methylene chloride). Conditions: time 30 minute. Yields the product BrC=1C=C(OC2CN(C2)C(=O)Cl)C=CC1 (3-(3-Bromophenoxy)-1-azetidinecarbonyl chloride). The yield is 175.4%. RXN SMILES: [C:1]([Cl:4])(Cl)=[O:2].C(=O)([O-])[O-].[K+].[K+].[Br:11][C:12]1[CH:13]=[C:14]([CH:33]=[CH:34][CH:35]=1)[O:15][CH:16]1[CH2:19][N:18](C(C2C=CC=CC=2)C2C=CC=CC=2)[CH2:17]1>C(Cl)Cl>[Br:11][C:12]1[CH:13]=[C:14]([CH:33]=[CH:34][CH:35]=1)[O:15][CH:16]1[CH2:19][N:18]([C:1]([Cl:4])=[O:2])[CH2:17]1 |f:1.2.3|. Procedure: A solution of 22.7 g (0.23 mole) of phosgene in 200 ml of methylene chloride was treated with 29 g (0.23 mole) of potassium carbonate, stirred for 30 min, then 75.4 g (0.19 mole) of 3-(3-bromophenoxy)-1-diphenylmethylazetidine in 150 ml of methylene chloride was added dropwise. After stirring for 5 hr, the inorganic salts were removed by filtration and the filtrate was washed with water to destroy excess phosgene. Concentration (after drying) in vacuo yielded 96.85 g of oily residue. Trituration... The reactants are CC(N)C(=O)OC(C)(C)C, Cl, O=Cc1ccc(-c2nc3ccc(C4(c5ccccc5)CC4)nc3s2)c(F)c1. Product: CC(NCc1ccc(-c2nc3ccc(C4(c5ccccc5)CC4)nc3s2)c(F)c1)C(=O)OC(C)(C)C. As a reaction SMILES: [C:29]([CH3:30])([CH3:31])([CH3:32])[O:33][C:34]([CH:35]([NH2:36])[CH3:37])=[O:38].[ClH:28].[F:1][c:2]1[cH:3][c:4]([CH:5]=[O:6])[cH:7][cH:8][c:9]1-[c:10]1[s:11][c:12]2[n:13][c:14]([C:19]3([c:22]4[cH:23][cH:24][cH:25][cH:26][cH:27]4)[CH2:20][CH2:21]3)[cH:15][cH:16][c:17]2[n:18]1>>[F:1][c:2]1[cH:3][c:4]([CH2:5][NH:36][CH:35]([C:34]([O:33][C:29]([CH3:30])([CH3:31])[CH3:32])=[O:38])[CH3:37])[cH:7][cH:8][c:9]1-[c:10]1[s:11][c:12]2[n:13][c:14]([C:19]3([c:22]4[cH:23][cH:24][cH:25][cH:26][cH:27]4)[CH2:20][CH2:21]3)[cH:15][cH:16][c:17]2[n:18]1.